Dataset: the Open Reaction Database (ORD), a public repository of structured organic reaction records. Task: describe an organic reaction: reactants, conditions, products, and yield Starting materials: NC1=CC=2N=CN=C(C2C=N1)SC (7-amino-4-methylthiopyrido[4,3-d]pyrimidine), ClC=1C=C(N)C=CC1Cl (3,4-dichloroaniline). Reaction conditions: temperature 165 celsius, time 30 minute. The product is NC1=CC=2N=CN=C(C2C=N1)NC1=CC(=C(C=C1)Cl)Cl (7-amino-4-(3,4-dichloroanilino)pyrido[4,3-d]pyrimidine). Isolated yield 63.8%. As a reaction SMILES: [NH2:1][C:2]1[N:11]=[CH:10][C:9]2[C:8](SC)=[N:7][CH:6]=[N:5][C:4]=2[CH:3]=1.[Cl:14][C:15]1[CH:16]=[C:17]([CH:19]=[CH:20][C:21]=1[Cl:22])[NH2:18]>>[NH2:1][C:2]1[N:11]=[CH:10][C:9]2[C:8]([NH:18][C:17]3[CH:19]=[CH:20][C:21]([Cl:22])=[C:15]([Cl:14])[CH:16]=3)=[N:7][CH:6]=[N:5][C:4]=2[CH:3]=1. Procedure: A mixture of 7-amino-4-methylthiopyrido[4,3-d]pyrimidine (247 mg, 1.29 mmol) and 3,4-dichloroaniline (1.50 g, 9.26 mmol) is stirred at 165° C. for 30 min. The resulting product is chromatographed over silica gel (7-8% MeOH/CH2Cl2) to give 7-amino-4-(3,4-dichloroanilino)pyrido[4,3-d]pyrimidine (252 mg, 64%) as a pale yellow solid. 1H NMR (DMSO) δ 9.97 (1H, brs), 9.34 (1H, s), 8.47 (1H, s), 8.29 (1H, brs), 7.86 (1H, brd, J=8.6 Hz), 7.62 (1H, d, J=8.8 Hz), 6.70 (2H, brs), 6.46 (1H, s).